Dataset: the Open Reaction Database (ORD), a public repository of structured organic reaction records. Task: describe an organic reaction: reactants, conditions, products, and yield The reactants are CS(C)=O, CCOC(=O)c1ccc(F)cc1, C1CNCCNC1. The product is CCOC(=O)c1ccc(N2CCCNCC2)cc1. As a reaction SMILES: [CH3:20][S:21]([CH3:22])=[O:23].[F:1][c:2]1[cH:3][cH:4][c:5]([C:6](=[O:7])[O:8][CH2:9][CH3:10])[cH:11][cH:12]1.[NH:13]1[CH2:14][CH2:15][NH:16][CH2:17][CH2:18][CH2:19]1>>[c:2]1([N:13]2[CH2:14][CH2:15][NH:16][CH2:17][CH2:18][CH2:19]2)[cH:3][cH:4][c:5]([C:6](=[O:7])[O:8][CH2:9][CH3:10])[cH:11][cH:12]1. Procedure: Differentiated adipocytes were incubated for a period of 3 days in DMEM (containing 2 mM L-glutamine, 100 iu/ml penicillin, 100 μg/ml streptomycin, 1 nM insulin and 10% FCS) supplemented with or without CLA and/or compound As. The cells were then washed three times with DMEM (containing 1 mM deoxyglucose). Insulin stimulated glucose uptake was carried out according to Iwata et al (Diabetes 2001 50: 1083-1092). Briefly, cells were stimulated with 1 nM insulin in Krebs Ringer Phosphate (KRP) and H... Reaction SMILES: N[C@H](C(O)=O)CCC(=[O:7])N.CC1(C)S[C@@H]2[C@H](NC(CC3C=CC=CC=3)=O)C(=O)N2[C@H]1C([O-])=O.[K+].C[C@@H]1O[C@@H](O[C@H]2[C@H](O)[C@@H](O)[C@H](NC(N)=N)[C@@H](O)[C@@H]2NC(N)=N)[C@H]([O:59][C@@H:60]2[O:65][C@@H:64]([CH2:66][OH:67])[C@H:63]([OH:68])[C@@H:62]([OH:69])[C@@H:61]2NC)[C@@]1(O)C=O>>[O:67]=[CH:66][C@@H:64]([C@H:63]([C@@H:62]([C@@H:61]([CH2:60][OH:59])[OH:7])[OH:69])[OH:68])[OH:65] |f:1.2|. The product is O=C[C@H](O)[C@@H](O)[C@H](O)[C@H](O)CO (Glucose). The reactants are N[C@@H](CCC(N)=O)C(=O)O (L-glutamine), CC1([C@@H](N2[C@H](S1)[C@@H](C2=O)NC(=O)CC=3C=CC=CC3)C(=O)[O-])C.[K+] (penicillin), C[C@H]1[C@@]([C@H]([C@@H](O1)O[C@@H]2[C@H]([C@@H]([C@H]([C@@H]([C@H]2O)O)NC(=N)N)O)NC(=N)N)O[C@H]3[C@H]([C@@H]([C@H]([C@@H](O3)CO)O)O)NC)(C=O)O (streptomycin). Reactants: C(C)(=O)O[BH-](OC(C)=O)OC(C)=O.[Na+] (Sodium triacetoxyborohydride), 3,8-triaza-spiro[4.5]dodecan-2-one, C(C)(C)(C)OC(=O)N1C[C@@H]([C@H](C1)C1=CC=CC=C1)C=O ((3R,4S)-3-formyl-4-phenyl-pyrrolidine-1-carboxylic acid tert-butyl ester). Solvent: C(Cl)Cl (DCM), ClCCCl (DCE), ClCCCl (DCE). Reaction conditions: time 2 hour. Product: C(C)(C)(C)OC(=O)N1CCC(C1)C1=CC=CC=C1 (4-phenyl-pyrrolidine-1-carboxylic acid tert-butyl ester). Reaction SMILES: [C:1]([O:5][C:6]([N:8]1[CH2:12][C@H:11]([C:13]2[CH:18]=[CH:17][CH:16]=[CH:15][CH:14]=2)[C@@H:10](C=O)[CH2:9]1)=[O:7])([CH3:4])([CH3:3])[CH3:2].C(O[BH-](OC(=O)C)OC(=O)C)(=O)C.[Na+]>ClCCCl.C(Cl)Cl>[C:1]([O:5][C:6]([N:8]1[CH2:12][CH:11]([C:13]2[CH:18]=[CH:17][CH:16]=[CH:15][CH:14]=2)[CH2:10][CH2:9]1)=[O:7])([CH3:4])([CH3:2])[CH3:3] |f:1.2|. Reported procedure: To 527 mg (2.22 mmol) of 1-isopropyl-3-methyl-bicyclo[3.2.1]-1β,3,8-triaza-spiro[4.5]dodecan-2-one in DCE (15 mL) was added 611 mg (2.22 mmol) of (3R,4S)-3-formyl-4-phenyl-pyrrolidine-1-carboxylic acid tert-butyl ester in DCE (10 mL) and stirred for 2 hours at room temperature. Sodium triacetoxyborohydride (706 mg, 3.33 mmol) was then added and the reaction mixture stirred overnight at room temperature. The reaction mixture was diluted with DCM, the organic layer washed with sodium bicarbonate, ... Reaction conditions: time 8 hour. As a reaction SMILES: [CH3:1][C@H:2]1[CH2:7][N:6]([CH2:8][C:9]2[CH:14]=[CH:13][C:12]([NH:15][CH3:16])=[CH:11][C:10]=2[CH3:17])[CH2:5][CH2:4][N:3]1[C:18]([O:20][C:21]([CH3:24])([CH3:23])[CH3:22])=[O:19].[Cl:25][C:26]1[CH:31]=[CH:30][C:29]([S:32](Cl)(=[O:34])=[O:33])=[CH:28][N:27]=1>>[Cl:25][C:26]1[N:27]=[CH:28][C:29]([S:32]([N:15]([CH3:16])[C:12]2[CH:13]=[CH:14][C:9]([CH2:8][N:6]3[CH2:5][CH2:4][N:3]([C:18]([O:20][C:21]([CH3:23])([CH3:22])[CH3:24])=[O:19])[C@@H:2]([CH3:1])[CH2:7]3)=[C:10]([CH3:17])[CH:11]=2)(=[O:34])=[O:33])=[CH:30][CH:31]=1. The product is ClC1=CC=C(C=N1)S(=O)(=O)N(C1=CC(=C(C=C1)CN1C[C@@H](N(CC1)C(=O)OC(C)(C)C)C)C)C (1,1-Dimethylethyl (2S)-4-({4-[[(6-chloro-3-pyridinyl)sulfonyl](methyl)amino]-2-methylphenyl}methyl)-2-methyl-1-piperazinecarboxylate). Reported procedure: The title compound was prepared from D8 and 2-chloropyridine-5-sulfonyl chloride using a method similar to that described for D15 except that the reaction time was overnight. The work-up involved concentration of the reaction mixture and purification by elution through an SCX cartridge (MeOH then 0.2M NH3 in MeOH), followed by column chromatography eluting with 0-20% EtOAc/petroleum ether. δH (CDCl3, 400 MHz) 8.55 (1H, dd), 7.76 (1H, dd), 7.42 (1H, d), 7.21 (1H, d), 6.96 (1H, d), 6.80 (1H, dd), ... Reactants: C[C@@H]1N(CCN(C1)CC1=C(C=C(C=C1)NC)C)C(=O)OC(C)(C)C (1,1-Dimethylethyl (2S)-2-methyl-4-{[2-methyl-4-(methylamino)phenyl]methyl}-1-piperazinecarboxylate), ClC1=NC=C(C=C1)S(=O)(=O)Cl (2-chloropyridine-5-sulfonyl chloride). Starting materials: COC(=O)c1ccc(C(=CC2CCCC2)c2cc3cccnc3[nH]2)c(F)c1, CO. Yields the product COC(=O)c1ccc(C(CC2CCCC2)c2cc3cccnc3[nH]2)c(F)c1. As a reaction SMILES: [CH3:1][O:2][C:3]([c:4]1[cH:5][c:6]([F:26])[c:7]([C:10](=[CH:11][CH:12]2[CH2:13][CH2:14][CH2:15][CH2:16]2)[c:17]2[cH:18][c:19]3[c:20]([n:21][cH:22][cH:23][cH:24]3)[nH:25]2)[cH:8][cH:9]1)=[O:27].[CH3:28][OH:29]>>[CH3:1][O:2][C:3]([c:4]1[cH:5][c:6]([F:26])[c:7]([CH:10]([CH2:11][CH:12]2[CH2:13][CH2:14][CH2:15][CH2:16]2)[c:17]2[cH:18][c:19]3[c:20]([n:21][cH:22][cH:23][cH:24]3)[nH:25]2)[cH:8][cH:9]1)=[O:27].